describe an organic reaction: reactants, conditions, products, and yield From a dataset of the Open Reaction Database (ORD), a public repository of structured organic reaction records. Reactants: Cl (HCl), C(C)OC(=O)C=1N=C(SC1)N (2-amino-thiazole-4-carboxylic acid ethyl ester), N(=O)[O-].[Na+] (NaNO2). Reagents/catalysts: Cl[Cu] (CuCl). The solvent is O (water), O (Water). Reaction conditions: time 1 hour. Product: C(C)OC(=O)C=1N=C(SC1)Cl (2-Chloro-thiazole-4-carboxylic acid ethyl ester). As a reaction SMILES: [CH2:1]([O:3][C:4]([C:6]1[N:7]=[C:8](N)[S:9][CH:10]=1)=[O:5])[CH3:2].N([O-])=O.[Na+].[ClH:16]>O.Cl[Cu]>[CH2:1]([O:3][C:4]([C:6]1[N:7]=[C:8]([Cl:16])[S:9][CH:10]=1)=[O:5])[CH3:2] |f:1.2|. Reported procedure: The free based 2-amino-thiazole-4-carboxylic acid ethyl ester (306 mg, 1.78 mmol) and CuCl (238 mg, 2.4 mmol) were suspended in conc. HCl (8 ml) and the mixture cooled on a salt/ice bath. A pre-cooled solution of NaNO2 (166 mg, 2.4 mmol) in water (2 ml) was added over a period of 10 min. The mixture was allowed to warm to room temperature over 1 h and was stirred for a further 1 h. Water was added and the aqueous layer extracted with EtOAc (3×10 ml). The combined EtOAc layers were washed with br... Starting materials: ClC(=O)OCC (Ethyl chloroformate), CCN(C(C)C)C(C)C (DIEA), CC=1C=CC=2C(C3C(CNC3)C2C1)C (5-Methyl-8-methyl-1,2,3,3a,8,8a-hexahydroindeno[1,2-c]pyrrole). Run in C(Cl)Cl (CH2Cl2). Run at time 2 hour. The product is CC=1C(=CC=2C(C3C(CNC3)C2C1)C)Cl (5-Methyl-6-chloro-8-methyl-1,2,3,3a,8,8a-hexahydroindeno[1,2-c]pyrrole). Isolated yield 54.1%. Reaction SMILES: [Cl:1]C(OCC)=O.CCN(C(C)C)C(C)C.[CH3:16][C:17]1[CH:18]=[CH:19][C:20]2[CH:21]([CH3:29])[CH:22]3[CH2:26][NH:25][CH2:24][CH:23]3[C:27]=2[CH:28]=1>C(Cl)Cl>[CH3:16][C:17]1[C:18]([Cl:1])=[CH:19][C:20]2[CH:21]([CH3:29])[CH:22]3[CH2:26][NH:25][CH2:24][CH:23]3[C:27]=2[CH:28]=1. Procedure details: Ethyl chloroformate (0.29 mL, 3.0 mmol) and DIEA (1.6 mL, 9.0 mmol) were added to a solution of 5-methyl-8-methyl-1,2,3,3a,8,8a-hexahydroindeno[1,2-c]pyrrole (from Example 13, Step F) (0.56 g, 3.0 mmol) in CH2Cl2 (15 mL) at 0° C. The reaction was stirred for 2 hours from 0° C. to room temperature. The reaction was quenched with aqueous HCl (15 mL, 1M). The desired product was extracted with CH2Cl2 (3×15 mL). The organic extracts were washed with brine, dried over MgSO4, and concentrated. The cru... Reactants: C(C)(C)(C)OC(=O)N1CC2CC=3NN=CC3C(C1)N2S(=O)(=O)C2=CC=C(C=C2)Cl (12-(4-Chloro-benzenesulfonyl)-4,5,10,12-tetraaza-tricyclo[6.3.1.02,6]dodeca-2(6),3-diene-10-carboxylic acid tert-butyl ester), Cl (HCl). Solvent: O1CCOCC1 (dioxane). Run at time 2 hour. Product: ClC1=CC=C(C=C1)S(=O)(=O)N1C2C=3C=NNC3CC1CNC2 (12-(4-chloro-benzenesulfonyl)-4,5,10,12-tetraaza-tricyclo[6.3.1.02,6]dodeca-2(6),3-diene). RXN SMILES: C(OC([N:8]1[CH2:18][CH:17]2[N:19]([S:20]([C:23]3[CH:28]=[CH:27][C:26]([Cl:29])=[CH:25][CH:24]=3)(=[O:22])=[O:21])[CH:10]([CH2:11][C:12]3[NH:13][N:14]=[CH:15][C:16]=32)[CH2:9]1)=O)(C)(C)C.Cl>O1CCOCC1>[Cl:29][C:26]1[CH:25]=[CH:24][C:23]([S:20]([N:19]2[CH:10]3[CH2:9][NH:8][CH2:18][CH:17]2[C:16]2[CH:15]=[N:14][NH:13][C:12]=2[CH2:11]3)(=[O:21])=[O:22])=[CH:28][CH:27]=1. Procedure: 12-(4-Chloro-benzenesulfonyl)-4,5,10,12-tetraaza-tricyclo[6.3.1.02,6]dodeca-2(6),3-diene-10-carboxylic acid tert-butyl ester (207 mg, 0.471 mmol) was covered with HCl in dioxane (4 N, 2 mL). The reaction mixture was stirred at room temperature for 2 h after which it was concentrated under vacuum and purified by preparative HPLC to give 12-(4-chloro-benzenesulfonyl)-4,5,10,12-tetraaza-tricyclo[6.3.1.02,6]dodeca-2(6),3-diene as a white solid. Retention time (min)=1.125, method [1], MS(ESI) 339.1 (...